The task is: describe an organic reaction: reactants, conditions, products, and yield. This data is from the Open Reaction Database (ORD), a public repository of structured organic reaction records. The reactants are C(C)OC(=O)[C@H]1[C@@H](C[C@H](C1)OS(=O)(=O)C)C(=O)N1CC(CC1)(F)F ((1R,2R,4R)-2-(3,3-Difluoro-pyrrolidine-1-carbonyl)-4-methanesulfonyloxy-cyclopentanecarboxylic acid ethyl ester), SC1=NC=CC=C1 (2-mercaptopyridine), brown semi-solid. Yields the product C(C)OC(=O)[C@H]1[C@@H](CC(C1)SC1=NC=CC=C1)C(=O)N1CC(CC1)(F)F ((1R,2R)-2-(3,3-Difluoro-pyrrolidine-1-carbonyl)-4-(pyridin-2-ylsulfanyl)-cyclopentanecarboxylic acid ethyl ester). Reaction SMILES: [CH2:1]([O:3][C:4]([C@@H:6]1[CH2:10][C@H:9](OS(C)(=O)=O)[CH2:8][C@H:7]1[C:16]([N:18]1[CH2:22][CH2:21][C:20]([F:24])([F:23])[CH2:19]1)=[O:17])=[O:5])[CH3:2].[SH:25][C:26]1[CH:31]=[CH:30][CH:29]=[CH:28][N:27]=1>>[CH2:1]([O:3][C:4]([C@@H:6]1[CH2:10][CH:9]([S:25][C:26]2[CH:31]=[CH:30][CH:29]=[CH:28][N:27]=2)[CH2:8][C@H:7]1[C:16]([N:18]1[CH2:22][CH2:21][C:20]([F:23])([F:24])[CH2:19]1)=[O:17])=[O:5])[CH3:2]. Procedure details: The title compound was prepared in analogy to example 68/69 step 8 using (1R,2R,4R)-2-(3,3-Difluoro-pyrrolidine-1-carbonyl)-4-methanesulfonyloxy-cyclopentanecarboxylic acid ethyl ester (example 186 step 3) and 2-mercaptopyridine. Light brown semi-solid (74%). MS (EI): 385.3 (M+H)+. Yields the product O=C1Cc2cc(-c3ccc4cc(NC(=O)c5ccsc5)ccc4c3)ccc2N1. As a reaction SMILES: [Br:1][c:2]1[cH:3][c:4]2[c:8]([cH:9][cH:10]1)[NH:7][C:6](=[O:11])[CH2:5]2.[CH2:45]1[O:46][CH2:47][CH2:48][O:49][CH2:50]1.[CH3:12][C:13]1([CH3:14])[C:15]([CH3:16])([CH3:17])[O:18][B:19]([c:20]2[cH:21][c:22]3[cH:23][cH:24][c:25]([NH:30][C:31](=[O:32])[c:33]4[cH:34][s:35][cH:36][cH:37]4)[cH:26][c:27]3[cH:28][cH:29]2)[O:38]1.[K+:39].[K+:40].[O-:41][C:42]([O-:43])=[O:44].[OH2:52].[Pd:51]>>[c:2]1(-[c:20]2[cH:21][c:22]3[cH:23][cH:24][c:25]([NH:30][C:31](=[O:32])[c:33]4[cH:34][s:35][cH:36][cH:37]4)[cH:26][c:27]3[cH:28][cH:29]2)[cH:3][c:4]2[c:8]([cH:9][cH:10]1)[NH:7][C:6](=[O:11])[CH2:5]2. The reactants are O=C1Cc2cc(Br)ccc2N1, C1COCCO1, CC1(C)OB(c2ccc3cc(NC(=O)c4ccsc4)ccc3c2)OC1(C)C, [K+], [K+], O=C([O-])[O-], O, [Pd]. The reactants are C(#N)C=1C(=C(C=CC1F)C(CN1[C@@H](CN(CC1)C(=O)OC(C)(C)C)CO)O)OC (tert-Butyl (3S)-4-[2-(3-cyano-4-fluoro-2-methoxyphenyl)-2-hydroxyethyl]-3-(hydroxymethyl)piperazine-1-carboxylate), C(#N)C=P(CCCC)(CCCC)CCCC (cyanomethylenetri-n-butylphosphorane). Solvent: C1=CC=CC=C1 (benzene). Conditions: temperature 100 celsius. Product: C(#N)C=1C(=C(C=CC1F)C1CN2[C@H](CO1)CN(CC2)C(=O)OC(C)(C)C)OC (tert-butyl (9aS)-3-(3-cyano-4-fluoro-2-methoxyphenyl)hexahydropyrazino[2,1-c][1,4]oxazine-8(1H)-carboxylate). RXN SMILES: [C:1]([C:3]1[C:4]([O:28][CH3:29])=[C:5]([CH:10]([OH:27])[CH2:11][N:12]2[CH2:17][CH2:16][N:15]([C:18]([O:20][C:21]([CH3:24])([CH3:23])[CH3:22])=[O:19])[CH2:14][C@H:13]2[CH2:25]O)[CH:6]=[CH:7][C:8]=1[F:9])#[N:2].C(C=P(CCCC)(CCCC)CCCC)#N>C1C=CC=CC=1>[C:1]([C:3]1[C:4]([O:28][CH3:29])=[C:5]([CH:10]2[O:27][CH2:25][C@@H:13]3[CH2:14][N:15]([C:18]([O:20][C:21]([CH3:22])([CH3:24])[CH3:23])=[O:19])[CH2:16][CH2:17][N:12]3[CH2:11]2)[CH:6]=[CH:7][C:8]=1[F:9])#[N:2]. Procedure details: tert-Butyl (3S)-4-[2-(3-cyano-4-fluoro-2-methoxyphenyl)-2-hydroxyethyl]-3-(hydroxymethyl)piperazine-1-carboxylate (2 g, 4.88 mmol) and cyanomethylenetri-n-butylphosphorane (2.122 g, 8.79 mmol) were dissolved in 15 mL benzene. The reaction mixture was degassed and heated to 100° C. for 16 hrs. LC-MS showed product peak at 2.07 (M+1=380). The reaction was cooled and evaporated to dryness. The residue was chromatographed through a 80 g Redi-sep column and eluted with 40% EtOAc/60% hexane mixture to... Reactants: C1CCOC1, CN(C)C(=O)N=NC(=O)N(C)C, CN(CCO)Cc1c(O)ccc2[nH]ccc12, c1ccc(P(c2ccccc2)c2ccccc2)cc1. Yields the product CN1CCOc2ccc3[nH]ccc3c2C1. RXN SMILES: [CH2:48]1[O:49][CH2:50][CH2:51][CH2:52]1.[N:17]([C:18]([N:19]([CH3:20])[CH3:21])=[O:22])=[N:23][C:24]([N:25]([CH3:26])[CH3:27])=[O:28].[OH:1][CH2:2][CH2:3][N:4]([CH3:5])[CH2:6][c:7]1[c:8]2[cH:9][cH:10][nH:11][c:12]2[cH:13][cH:14][c:15]1[OH:16].[c:29]1([P:30]([c:31]2[cH:32][cH:33][cH:34][cH:35][cH:36]2)[c:37]2[cH:38][cH:39][cH:40][cH:41][cH:42]2)[cH:43][cH:44][cH:45][cH:46][cH:47]1>>[CH2:2]1[CH2:3][N:4]([CH3:5])[CH2:6][c:7]2[c:8]3[cH:9][cH:10][nH:11][c:12]3[cH:13][cH:14][c:15]2[O:16]1. Reactants: Clc1ncccn1, Fc1ccc(OCC2CCC3CNCCN3C2)cc1. The product is Fc1ccc(OCC2CCC3CN(c4ncccn4)CCN3C2)cc1. As a reaction SMILES: [Cl:1][c:2]1[n:3][cH:4][cH:5][cH:6][n:7]1.[F:8][c:9]1[cH:10][cH:11][c:12]([O:13][CH2:14][CH:15]2[CH2:16][CH2:17][CH:18]3[N:19]([CH2:20][CH2:21][NH:22][CH2:23]3)[CH2:24]2)[cH:25][cH:26]1>>[c:2]1([N:22]2[CH2:21][CH2:20][N:19]3[CH:18]([CH2:17][CH2:16][CH:15]([CH2:14][O:13][c:12]4[cH:11][cH:10][c:9]([F:8])[cH:26][cH:25]4)[CH2:24]3)[CH2:23]2)[n:3][cH:4][cH:5][cH:6][n:7]1. The reactants are C(C1=CC=CC=C1)OC(=O)N1[C@H](C(N(C(C1)C(N)=O)CCCC(=O)OC(C)(C)C)=O)C ((2S,5RS)-4-(3-tert-butoxycarbonyl-propyl)-5-carbamoyl-2-methyl-3-oxo-piperazine-1-carboxylic acid benzyl ester), Cl.C1CC12[C@@H](CNCC2)O ((S)-6-aza-spiro[2.5]octan-4-ol. hydrochloride), Cl (HCl), Cl.C1CC12[C@@H](CNCC2)O ((S)-6-aza-spiro[2.5]octan-4-ol. hydrochloride). Yields the product C(C1=CC=CC=C1)OC(=O)N1[C@H](C(N([C@H](C1)C(N)=O)CCCC(=O)N1C[C@H](C2(CC2)CC1)O)=O)C ((2S,5R)-5-carbamoyl-4-[4-((S)-4-hydroxy-6-aza-spiro[2.5]oct-6-yl)-4-oxo-butyl]-2-methyl-3-oxo-piperazine-1-carboxylic acid benzyl ester). Yield: 22.0%. RXN SMILES: [CH2:1]([O:8][C:9]([N:11]1[CH2:16][CH:15]([C:17](=[O:19])[NH2:18])[N:14]([CH2:20][CH2:21][CH2:22][C:23](OC(C)(C)C)=[O:24])[C:13](=[O:30])[C@@H:12]1[CH3:31])=[O:10])[C:2]1[CH:7]=[CH:6][CH:5]=[CH:4][CH:3]=1.Cl.Cl.[CH2:34]1[C:36]2([CH2:41][CH2:40][NH:39][CH2:38][C@H:37]2[OH:42])[CH2:35]1>>[CH2:1]([O:8][C:9]([N:11]1[CH2:16][C@H:15]([C:17](=[O:19])[NH2:18])[N:14]([CH2:20][CH2:21][CH2:22][C:23]([N:39]2[CH2:40][CH2:41][C:36]3([CH2:34][CH2:35]3)[C@H:37]([OH:42])[CH2:38]2)=[O:24])[C:13](=[O:30])[C@@H:12]1[CH3:31])=[O:10])[C:2]1[CH:3]=[CH:4][CH:5]=[CH:6][CH:7]=1 |f:2.3|. Procedure details: In analogy to the procedure described in example 120 step D, (2S,5RS)-4-(3-tert-butoxycarbonyl-propyl)-5-carbamoyl-2-methyl-3-oxo-piperazine-1-carboxylic acid benzyl ester was first hydrolysed with HCl and then coupled with (S)-6-aza-spiro[2.5]octan-4-ol hydrochloride (intermediate 2). The two diasterioisomers could be separated by flash column chromatography (SiO2, EtOAc/MeOH 1:0-9:1) affording first (2S,5R)-5-carbamoyl-4-[4-((S)-4-hydroxy-6-aza-spiro[2.5]oct-6-yl)-4-oxo-butyl]-2-methyl-3-oxo-p... Starting materials: ClC=1C=CC2=C(C(OC(N2)=O)(C(F)(F)F)C#C)C1 ((+/-) 6-chloro-4-ethynyl-4-(1,1,1-trifluoromethyl)-1,4-dihydro-2H-3,1-benzoxazin-2-one), N1CCCC1 (pyrrolidine), C=O (paraformaldehyde), C(C)(=O)O (acetic acid). Reagents/catalysts: [Cu]Cl (copper (I) chloride). Solvent: O1CCOCC1 (dioxane). Yields the product ClC=1C=CC2=C(C(OC(N2)=O)(C#CCN2CCCC2)C(F)(F)F)C1 ((+/-) 6-Chloro-4-(1,1,1-trifluoromethyl)-4-[(3-(1-pyrrolidinyl))-1-propynyl] -1,4-dihydro-2H-3,1-benzoxazin-2-one). Isolated yield 71.7%. Reaction SMILES: [Cl:1][C:2]1[CH:3]=[CH:4][C:5]2[NH:10][C:9](=[O:11])[O:8][C:7]([C:16]#[CH:17])([C:12]([F:15])([F:14])[F:13])[C:6]=2[CH:18]=1.[NH:19]1[CH2:23][CH2:22][CH2:21][CH2:20]1.C=O.[C:26](O)(=O)C>[Cu]Cl.O1CCOCC1>[Cl:1][C:2]1[CH:3]=[CH:4][C:5]2[NH:10][C:9](=[O:11])[O:8][C:7]([C:12]([F:13])([F:14])[F:15])([C:16]#[C:17][CH2:26][N:19]3[CH2:23][CH2:22][CH2:21][CH2:20]3)[C:6]=2[CH:18]=1. Reported procedure: A dioxane solution of (+/-) 6-chloro-4-ethynyl-4-(1,1,1-trifluoromethyl)-1,4-dihydro-2H-3,1-benzoxazin-2-one (150 mg, 0.544 mmol), pyrrolidine (52.2 gL, 0.626 mmol), paraformaldehyde (20.5 mg, 0.681 mmol), acetic acid (31.1 gL, 0.544 mmol) and copper (I) chloride (20.5 mg, 0.207 mmol in 3.5 ml dioxane) was heated to 50° C. in an oil bath for approximately 2 h. The reaction mixture was quenched into 2N HCl and extracted with ethyl acetate. The aqueous layer was neutralized with solid potassium ca... Reactants: COc1cnc2c(Oc3ccc(Br)nc3)ccnc2c1, CC(C)(C)[O-], [Na+], O=C(C=Cc1ccccc1)C=Cc1ccccc1, O=C(C=Cc1ccccc1)C=Cc1ccccc1, O=C(C=Cc1ccccc1)C=Cc1ccccc1, [Pd], [Pd], Nc1nnc(-c2ccccc2)c2ccccc12. Product: COc1cnc2c(Oc3ccc(Nc4nnc(-c5ccccc5)c5ccccc45)nc3)ccnc2c1. RXN SMILES: [Br:1][c:2]1[cH:3][cH:4][c:5]([O:8][c:9]2[cH:10][cH:11][n:12][c:13]3[cH:14][c:15]([O:19][CH3:20])[cH:16][n:17][c:18]23)[cH:6][n:7]1.[CH3:38][C:39]([CH3:40])([O-:41])[CH3:42].[Na+:43].[O:46]=[C:47]([CH:48]=[CH:49][c:50]1[cH:51][cH:52][cH:53][cH:54][cH:55]1)[CH:56]=[CH:57][c:58]1[cH:59][cH:60][cH:61][cH:62][cH:63]1.[O:64]=[C:65]([CH:66]=[CH:67][c:68]1[cH:69][cH:70][cH:71][cH:72][cH:73]1)[CH:74]=[CH:75][c:76]1[cH:77][cH:78][cH:79][cH:80][cH:81]1.[O:82]=[C:83]([CH:84]=[CH:85][c:86]1[cH:87][cH:88][cH:89][cH:90][cH:91]1)[CH:92]=[CH:93][c:94]1[cH:95][cH:96][cH:97][cH:98][cH:99]1.[Pd:44].[Pd:45].[c:21]1(-[c:27]2[n:28][n:29][c:30]([NH2:37])[c:31]3[cH:32][cH:33][cH:34][cH:35][c:36]23)[cH:22][cH:23][cH:24][cH:25][cH:26]1>>[c:2]1([NH:37][c:30]2[n:29][n:28][c:27](-[c:21]3[cH:22][cH:23][cH:24][cH:25][cH:26]3)[c:36]3[c:31]2[cH:32][cH:33][cH:34][cH:35]3)[cH:3][cH:4][c:5]([O:8][c:9]2[cH:10][cH:11][n:12][c:13]3[cH:14][c:15]([O:19][CH3:20])[cH:16][n:17][c:18]23)[cH:6][n:7]1. The reactants are O=C1CCC(=O)N1Br, O=C(OOC(=O)c1ccccc1)c1ccccc1, ClC(Cl)(Cl)Cl, CCOC(=O)c1ncc2sc(-c3ccccc3)nc2c1O. Yields the product CCOC(=O)c1nc(Br)c2sc(-c3ccccc3)nc2c1O. As a reaction SMILES: [Br:22][N:23]1[C:24](=[O:25])[CH2:26][CH2:27][C:28]1=[O:29].[C:30]([O:31][O:32][C:33](=[O:34])[c:35]1[cH:36][cH:37][cH:38][cH:39][cH:40]1)(=[O:41])[c:42]1[cH:43][cH:44][cH:45][cH:46][cH:47]1.[C:48]([Cl:49])([Cl:50])([Cl:51])[Cl:52].[CH2:1]([CH3:2])[O:3][C:4](=[O:5])[c:6]1[c:7]([OH:21])[c:8]2[c:9]([cH:10][n:11]1)[s:12][c:13](-[c:15]1[cH:16][cH:17][cH:18][cH:19][cH:20]1)[n:14]2>>[CH2:1]([CH3:2])[O:3][C:4](=[O:5])[c:6]1[c:7]([OH:21])[c:8]2[c:9]([c:10]([Br:22])[n:11]1)[s:12][c:13](-[c:15]1[cH:16][cH:17][cH:18][cH:19][cH:20]1)[n:14]2.